From a dataset of the Open Reaction Database (ORD), a public repository of structured organic reaction records. describe an organic reaction: reactants, conditions, products, and yield Starting materials: C([O-])(O)=O.[K+] (potassium bicarbonate), C(C)OC(C(CC)CNC1CCCC1)=O ((rac)-2-cyclopentylaminomethyl-butanoic acid ethyl ester), ClC1=NC=C(C(=N1)Cl)[N+](=O)[O-] (2,4-dichloro-5-nitro-pyrimidine). Run in O (water), C(C)OCC (ethyl ether). Conditions: time 3 hour. Yields the product C(C)OC(C(CC)CN(C1CCCC1)C1=NC(=NC=C1[N+](=O)[O-])Cl)=O ((rac)-2-{[(2-chloro-5-nitro-pyrimidin-4-yl)-cyclopentyl-amino]-methyl}-butanoic acid ethyl ester). Yield: 70.1%. RXN SMILES: [CH2:1]([O:3][C:4](=[O:15])[CH:5]([CH2:8][NH:9][CH:10]1[CH2:14][CH2:13][CH2:12][CH2:11]1)[CH2:6][CH3:7])[CH3:2].[Cl:16][C:17]1[N:22]=[C:21](Cl)[C:20]([N+:24]([O-:26])=[O:25])=[CH:19][N:18]=1.C(=O)(O)[O-].[K+]>O.C(OCC)C>[CH2:1]([O:3][C:4](=[O:15])[CH:5]([CH2:8][N:9]([C:19]1[C:20]([N+:24]([O-:26])=[O:25])=[CH:21][N:22]=[C:17]([Cl:16])[N:18]=1)[CH:10]1[CH2:11][CH2:12][CH2:13][CH2:14]1)[CH2:6][CH3:7])[CH3:2] |f:2.3|. Reported procedure: A solution of 1.07 g (0.005 mole) of (rac)-2-cyclopentylaminomethyl-butanoic acid ethyl ester in 25 mL of water was added dropwise to a solution of 0.97 g (0.005 mole) of 2,4-dichloro-5-nitro-pyrimidine in 25 mL of ethyl ether. At 0 degrees, 1.0 g (0.010 mole) of potassium bicarbonate was added. The mixture was stirred at ambient temperature for 3 hours. The layers were then separated, and the aqueous layer extracted twice with 30 mL of ether. The combined organic layers were dried over anhydrou... Starting materials: ClC=1C=C(C=CC1S(=O)C)C1=C(C=CC(=C1)Cl)OCC(=O)OC(C)(C)C (1,1-dimethylethyl [[3′,5-dichloro-4′-(methylsulfinyl)[1,1′-biphenyl]-2-yl]oxy]acetate). Solvent: C(=O)(C(F)(F)F)O (TFA). The product is ClC=1C=C(C=CC1S(=O)C)C1=C(C=CC(=C1)Cl)OCC(=O)O ([[3′,5-Dichloro-4′-(methylsulfinyl)[1,1′-biphenyl]-2-yl]oxy]acetic acid). RXN SMILES: [Cl:1][C:2]1[CH:3]=[C:4]([C:11]2[CH:16]=[C:15]([Cl:17])[CH:14]=[CH:13][C:12]=2[O:18][CH2:19][C:20]([O:22]C(C)(C)C)=[O:21])[CH:5]=[CH:6][C:7]=1[S:8]([CH3:10])=[O:9]>C(O)(C(F)(F)F)=O>[Cl:1][C:2]1[CH:3]=[C:4]([C:11]2[CH:16]=[C:15]([Cl:17])[CH:14]=[CH:13][C:12]=2[O:18][CH2:19][C:20]([OH:22])=[O:21])[CH:5]=[CH:6][C:7]=1[S:8]([CH3:10])=[O:9]. Reported procedure: A solution of the more polar product from Example 2 step d) (35 mg) in TFA (2 ml) was stirred for 24 h. The solvent was removed in vacuo, the mixture was azeotroped with toluene and purified by chromatography (silica, CH2Cl2-MeOH—AcOH as eluent) to give the title compound (22 mg) as a white solid.